Dataset: the Open Reaction Database (ORD), a public repository of structured organic reaction records. Task: describe an organic reaction: reactants, conditions, products, and yield The reactants are CCCCC(CC)C(=O)[O-].CCCCC(CC)C(=O)[O-].[Sn+2] (stannous octoate), C1C(=O)OCC(=O)O1 (glycolide), C[C@@H](C(=O)O)O (Purac), C1(CCCCCO1)=O (ε-caprolactone), C1C(=O)OCC(=O)O1 (glycolide), C1(CCCCCO1)=O (ε-caprolactone), PEG600. Conditions: temperature 140 celsius, time 168 hour. The product is C1C(=O)OCC(=O)O1.C1(CCCCCO1)=O (glycolide ε-caprolactone). RXN SMILES: [CH2:1]1[O:8][C:6](=[O:7])[CH2:5][O:4][C:2]1=[O:3].C[C@H](O)C(O)=O.[C:15]1(=[O:22])[O:21][CH2:20][CH2:19][CH2:18][CH2:17][CH2:16]1.CCCCC(C([O-])=O)CC.CCCCC(C([O-])=O)CC.[Sn+2]>>[CH2:1]1[O:8][C:6](=[O:7])[CH2:5][O:4][C:2]1=[O:3].[C:15]1(=[O:22])[O:21][CH2:20][CH2:19][CH2:18][CH2:17][CH2:16]1 |f:3.4.5,6.7|. Procedure: 16.57 grams (0.143 mol) glycolide (Purac, The Netherlands) was introduced into a three-necked bottle under nitrogen atmosphere and was dried in vacuum at a pressure of less than 0.01 mbar and at 45° C. for at least 8 hours. ε-Caprolactone (Acros, Belgium) was dried over CaH2 and distilled under reduced pressure in a nitrogen atmosphere. 15.76 grams (0.138 mol) ε-caprolactone was added under a nitrogen flow. The ε-caprolactone and the glycolide were mixed at 60° C. 32.27 grams (53.8 mmol) of PEG6...